Dataset: the Open Reaction Database (ORD), a public repository of structured organic reaction records. Task: describe an organic reaction: reactants, conditions, products, and yield Reactants: NC=1C=CC=C2C=CC(=CC12)OC=1C=CC2=C(N(C(=N2)COC2=CC=C(CC3C(NC(S3)=O)=O)C=C2)C)C1 (5-[4-[6-(8-aminonaphthalen-2-yloxy)-1-methyl-1H-benzimidazol-2-ylmethoxy]benzyl]thiazolidine-2,4-dione), C(C1=CC=CC=C1)N=C=S (benzyl isothiocyanate). Run in O1CCCC1 (tetrahydrofuran). Run at time 5.5 hour. The product is C(C1=CC=CC=C1)NC(=S)NC1=CC=CC2=CC=C(C=C12)OC=1C=CC2=C(N(C(=N2)COC2=CC=C(C=C2)CC2C(NC(S2)=O)=O)C)C1 (1-Benzyl-3-(7-[2-[4-(2,4-dioxothiazolidin-5-ylmethyl)phenoxymethyl]-1-methyl-1H-benzimidazol-6-yloxy]naphthalen-1-yl)thiourea). Reaction SMILES: [NH2:1][C:2]1[CH:3]=[CH:4][CH:5]=[C:6]2[C:11]=1[CH:10]=[C:9]([O:12][C:13]1[CH:14]=[CH:15][C:16]3[N:20]=[C:19]([CH2:21][O:22][C:23]4[CH:36]=[CH:35][C:26]([CH2:27][CH:28]5[S:32][C:31](=[O:33])[NH:30][C:29]5=[O:34])=[CH:25][CH:24]=4)[N:18]([CH3:37])[C:17]=3[CH:38]=1)[CH:8]=[CH:7]2.[CH2:39]([N:46]=[C:47]=[S:48])[C:40]1[CH:45]=[CH:44][CH:43]=[CH:42][CH:41]=1>O1CCCC1>[CH2:39]([NH:46][C:47]([NH:1][C:2]1[C:11]2[C:6](=[CH:7][CH:8]=[C:9]([O:12][C:13]3[CH:14]=[CH:15][C:16]4[N:20]=[C:19]([CH2:21][O:22][C:23]5[CH:24]=[CH:25][C:26]([CH2:27][CH:28]6[S:32][C:31](=[O:33])[NH:30][C:29]6=[O:34])=[CH:35][CH:36]=5)[N:18]([CH3:37])[C:17]=4[CH:38]=3)[CH:10]=2)[CH:5]=[CH:4][CH:3]=1)=[S:48])[C:40]1[CH:45]=[CH:44][CH:43]=[CH:42][CH:41]=1. Procedure details: To a solution of 5-[4-[6-(8-aminonaphthalen-2-yloxy)-1-methyl-1H-benzimidazol-2-ylmethoxy]benzyl]thiazolidine-2,4-dione (0.4 g) in anhydrous tetrahydrofuran (10 ml) was added benzyl isothiocyanate (0.24 g) and the mixture was stirred at room temperature for 5.5 hours and then at 50° C. for 9 hours. The reaction mixture was concentrated. The residue was chromatographed on a silica gel column using ethyl acetate:n-hexane=1:1→3:1 as the eluant to afford the title compound (0.36 g, Rf=0.53: thin lay... As a reaction SMILES: [CH2:1]=[CH:2][CH:3]([OH:6])[CH2:4][CH3:5].[H-].[Na+].C([O:11]C(OCC)CBr)C.[Cl-].[NH4+].C[N:21]1CC[CH2:23][C:22]1=O>>[CH2:2]([CH:3]([O:6][CH2:23][CH:22]=[N:21][OH:11])[CH:4]=[CH2:5])[CH3:1] |f:1.2,4.5|. Product: C(C)C(C=C)OCC=NO ((1-ethylallyloxy)acetaldehyde oxime). Procedure details: A solution of 1-penten-3-ol (15.0 mL) in N-methyl-2-pyrrolidone (292 mL) was cooled to 0° C. under a nitrogen atmosphere. Sodium hydride (60%, 6.42 g) and bromoacetaldehyde diethyl acetal (31.6 g) were added to the reaction solution at the same temperature, and the mixture was stirred at 80° C. for 30 minutes. A saturated ammonium chloride solution was added to the reaction solution at 0° C., followed by extraction with ethyl acetate. The organic layer was washed with saturated sodium bicarbonat... Run at temperature 80 celsius, time 30 minute. The reactants are [Cl-].[NH4+] (ammonium chloride), [H-].[Na+] (Sodium hydride), C(C)OC(CBr)OCC (bromoacetaldehyde diethyl acetal), C=CC(CC)O (1-penten-3-ol), CN1C(CCC1)=O (N-methyl-2-pyrrolidone). Reactants: O=C(O)c1cn(C2CC2)c2nc(N3CCNCC3)c(F)cc2c1=O, O=CO. The product is CN1CCN(c2nc3c(cc2F)c(=O)c(C(=O)O)cn3C2CC2)CC1. As a reaction SMILES: [CH:1]1([n:4]2[cH:5][c:6]([C:22](=[O:23])[OH:24])[c:7](=[O:21])[c:8]3[cH:9][c:10]([F:20])[c:11]([N:14]4[CH2:15][CH2:16][NH:17][CH2:18][CH2:19]4)[n:12][c:13]23)[CH2:2][CH2:3]1.[CH:25]([OH:26])=[O:27]>>[CH:1]1([n:4]2[cH:5][c:6]([C:22](=[O:23])[OH:24])[c:7](=[O:21])[c:8]3[cH:9][c:10]([F:20])[c:11]([N:14]4[CH2:15][CH2:16][N:17]([CH3:25])[CH2:18][CH2:19]4)[n:12][c:13]23)[CH2:2][CH2:3]1. Reactants: COc1ccc(C(C)Nc2cncc(Cl)n2)cc1, c1ccc2[nH]cnc2c1. Yields the product COc1ccc(C(C)Nc2cncc(-n3cnc4ccccc43)n2)cc1. As a reaction SMILES: [Cl:1][c:2]1[cH:3][n:4][cH:5][c:6]([NH:8][CH:9]([CH3:10])[c:11]2[cH:12][cH:13][c:14]([O:17][CH3:18])[cH:15][cH:16]2)[n:7]1.[n:19]1[cH:20][nH:21][c:22]2[c:23]1[cH:24][cH:25][cH:26][cH:27]2>>[c:2]1(-[n:19]2[cH:20][n:21][c:22]3[c:23]2[cH:24][cH:25][cH:26][cH:27]3)[cH:3][n:4][cH:5][c:6]([NH:8][CH:9]([CH3:10])[c:11]2[cH:12][cH:13][c:14]([O:17][CH3:18])[cH:15][cH:16]2)[n:7]1. The reactants are C1(=CC=C(C=C1)S(=O)(=O)[O-])C.FC1=CC=2C=CC3=[N+](C2C=C1)C=C1N3C=3C=CC=CC3C=C1 (3-fluoroimidazo[1,2-a:3,4-a']diquinolin-15-ium p-toluenesulfonate), N1CCCC1 (pyrrolidine). The solvent is CN1C(CCC1)=O (N-methyl-2-pyrrolidinone). The product is C1(=CC=C(C=C1)S(=O)(=O)[O-])C.N1(CCCC1)C1=CC=2C=CC3=[N+](C2C=C1)C=C1N3C=3C=CC=CC3C=C1 (3-(1-Pyrrolidinyl)imidazo[1,2-a:3,4-a']diquinolin-15-ium p-Toluenesulfonate). As a reaction SMILES: [C:1]1([CH3:11])[CH:6]=[CH:5][C:4]([S:7]([O-:10])(=[O:9])=[O:8])=[CH:3][CH:2]=1.F[C:13]1[CH:22]=[CH:21][C:20]2[N+:19]3[CH:23]=[C:24]4[CH:33]=[CH:32][C:31]5[CH:30]=[CH:29][CH:28]=[CH:27][C:26]=5[N:25]4[C:18]=3[CH:17]=[CH:16][C:15]=2[CH:14]=1.[NH:34]1[CH2:38][CH2:37][CH2:36][CH2:35]1>CN1CCCC1=O>[C:1]1([CH3:11])[CH:2]=[CH:3][C:4]([S:7]([O-:10])(=[O:8])=[O:9])=[CH:5][CH:6]=1.[N:34]1([C:13]2[CH:22]=[CH:21][C:20]3[N+:19]4[CH:23]=[C:24]5[CH:33]=[CH:32][C:31]6[CH:30]=[CH:29][CH:28]=[CH:27][C:26]=6[N:25]5[C:18]=4[CH:17]=[CH:16][C:15]=3[CH:14]=2)[CH2:38][CH2:37][CH2:36][CH2:35]1 |f:0.1,4.5|. Procedure: A mixture of 202 g. of 3-fluoroimidazo[1,2-a:3,4-a']diquinolin-15-ium p-toluenesulfonate, 600 ml. of N-methyl-2-pyrrolidinone and 111 ml. of pyrrolidine is heated at reflux (158 C. ) for 45 minutes, then cooled to 0°-5° C. The resulting precipitate of 3-(1-pyrrolidinyl)-imidazo[1,2-a:3,4-a']diquinolin-15-ium p-toluenesulfonate is collected by filtration, washed with ethyl acetate, then with water, and dried; m.p. 228°-237° C. Reactants: CC(C)(C)NS(=O)(=O)C1=CC=CC=2CCCCC12 (N-(1,1-dimethylethyl)-5,6,7,8-tetrahydro-1-naphthalenesulfonamide), CC(C)(C)NS(=O)(=O)C1=CC=2CCCCC2C=C1 (N-(1,1-dimethylethyl)-5,6,7,8-tetrahydro-2-naphthalenesulfonamide), solution, C(CCC)[Li] (n-butyllithium). Run in O1CCCC1 (tetrahydrofuran), hexanes. Run at temperature -78 celsius, time 90 minute. The product is CC(C)(C)NS(=O)(=O)C1=CC=CC=2CCCC(C12)O (N-(1,1-Dimethylethyl)-5,6,7,8-tetrahydro-8-hydroxy-1-naphthalenesulfonamide). RXN SMILES: [CH3:1][C:2]([NH:5][S:6]([C:9]1[C:18]2[CH2:17][CH2:16][CH2:15][CH2:14][C:13]=2[CH:12]=[CH:11][CH:10]=1)(=[O:8])=[O:7])([CH3:4])[CH3:3].CC(NS(C1C=CC2CCCCC=2C=1)(=O)=[O:25])(C)C.C([Li])CCC>O1CCCC1>[CH3:4][C:2]([NH:5][S:6]([C:9]1[C:18]2[CH:17]([OH:25])[CH2:16][CH2:15][CH2:14][C:13]=2[CH:12]=[CH:11][CH:10]=1)(=[O:8])=[O:7])([CH3:1])[CH3:3]. Reported procedure: To a solution of 25.2 g (93.5 mmol) of a 1:1 mixture of N-(1,1-dimethylethyl)-5,6,7,8-tetrahydro-1-naphthalenesulfonamide and N-(1,1-dimethylethyl)-5,6,7,8-tetrahydro-2-naphthalenesulfonamide in 450 mL of tetrahydrofuran at -10° C., was added dropwise 75 mL (187 mmol) of a 2.5M solution of n-butyllithium in hexanes. After 90 minutes at this temperature the reaction mixture had turned red. The reaction mixture was cooled to -78° C. and oxygen was bubbled through for 15 minutes until the red color... Starting materials: C1CCOC1, CCOC(C)=O, NC1CCCC1, O=CCn1ncc2ccc(NC(=O)Cc3ccc(Oc4ccccc4)cc3)cc21. Product: O=C(Cc1ccc(Oc2ccccc2)cc1)Nc1ccc2cnn(CCNC3CCCC3)c2c1. Reaction SMILES: [CH2:36]1[O:37][CH2:38][CH2:39][CH2:40]1.[CH3:41][CH2:42][O:43][C:44](=[O:45])[CH3:46].[CH:30]1([NH2:35])[CH2:31][CH2:32][CH2:33][CH2:34]1.[O:1]=[CH:2][CH2:3][n:4]1[n:5][cH:6][c:7]2[cH:8][cH:9][c:10]([NH:13][C:14]([CH2:15][c:16]3[cH:17][cH:18][c:19]([O:22][c:23]4[cH:24][cH:25][cH:26][cH:27][cH:28]4)[cH:20][cH:21]3)=[O:29])[cH:11][c:12]12>>[CH2:2]([CH2:3][n:4]1[n:5][cH:6][c:7]2[cH:8][cH:9][c:10]([NH:13][C:14]([CH2:15][c:16]3[cH:17][cH:18][c:19]([O:22][c:23]4[cH:24][cH:25][cH:26][cH:27][cH:28]4)[cH:20][cH:21]3)=[O:29])[cH:11][c:12]12)[NH:35][CH:30]1[CH2:31][CH2:32][CH2:33][CH2:34]1. Reactants: S1C(=NC=C1)N (2-thiazolamine), ClCC(CC(=O)OCC)=O (ethyl 4-chloroacetoacetate). Product: ClCC=1N=C2N(C(C1)=O)C=CS2 (7-(chloromethyl)-5H-thiazolo[3,2-a]pyrimidin-5-one). Reaction SMILES: [S:1]1[CH:5]=[CH:4][N:3]=[C:2]1[NH2:6].[Cl:7][CH2:8][C:9](=O)[CH2:10][C:11](OCC)=[O:12]>>[Cl:7][CH2:8][C:9]1[N:6]=[C:2]2[S:1][CH:5]=[CH:4][N:3]2[C:11](=[O:12])[CH:10]=1. Procedure: The intermediate 7-(chloromethyl)-5H-thiazolo[3,2-a]pyrimidin-5-one was prepared from 2-thiazolamine and ethyl 4-chloroacetoacetate by the procedure described in EXAMPLE 1. The m.p. was 132°-136° C., and the structure was confirmed by NMR and IR. Reactants: [Cl-].[Cl-].[Ca+2] (CaCl2), [N+](=O)([O-])C1=CC=C(C=C1)N1C(NC=2C1=NC=CC2)=O (3-(4-nitrophenyl)-1,3-dihydro-2H-imidazo[4,5-b]pyridin-2-one), [H-].[Na+] (sodium hydride), ICC (iodoethane). Solvent: CN(C)C=O (DMF). The product is C(C)N1C(N(C2=NC=CC=C21)C2=CC=C(C=C2)[N+](=O)[O-])=O (1-ethyl-3-(4-nitrophenyl)-1,3-dihydro-2H-imidazo[4,5-b]pyridin-2-one). Reaction SMILES: [N+:1]([C:4]1[CH:9]=[CH:8][C:7]([N:10]2[C:14]3=[N:15][CH:16]=[CH:17][CH:18]=[C:13]3[NH:12][C:11]2=[O:19])=[CH:6][CH:5]=1)([O-:3])=[O:2].[H-].[Na+].I[CH2:23][CH3:24].[Cl-].[Cl-].[Ca+2]>CN(C=O)C>[CH2:23]([N:12]1[C:13]2[C:14](=[N:15][CH:16]=[CH:17][CH:18]=2)[N:10]([C:7]2[CH:8]=[CH:9][C:4]([N+:1]([O-:3])=[O:2])=[CH:5][CH:6]=2)[C:11]1=[O:19])[CH3:24] |f:1.2,4.5.6|. Procedure: The mixture of tert-butyl 2-chloropyridin-3-ylcarbamate (10.0 g), 4-nitroaniline (8.0 g), 9,9-dimethyl-4,5-bis(diphenylphosphino)xanthene (2.53 g), Pd2(dba)3 (2 g) and sodium tert-butoxide (12.5 g) in toluene (160 mL)-2-propanol (40.0 mL) was stirred at 100° C. under Ar overnight. The reaction mixture was concentrated in vacuo. The residue was purified by column chromatography (silica gel, eluted with 0%-100% EtOAc in hexane) to give 3-(4-nitrophenyl)-1,3-dihydro-2H-imidazo[4,5-b]pyridin-2-one (...